Dataset: the Open Reaction Database (ORD), a public repository of structured organic reaction records. Task: describe an organic reaction: reactants, conditions, products, and yield The reactants are [SiH4] (silane), CCCCCCCCC(=O)O[C@H]1CC[C@@]2([C@H]3CC[C@]4([C@H]([C@@H]3CC=C2C1)CC[C@@H]4[C@H](C)CCCC(C)C)C)C (cholesteryl nonanoate), COC(C(=C)C)=O (methylmethacrylate). The solvent is C(Cl)Cl (methylene chloride). Yields the product CC(C)CCC[C@@H](C)[C@H]1CC[C@H]2[C@@H]3CC=C4C[C@@H](O)CC[C@]4(C)[C@H]3CC[C@]12C (cholesterol). Reaction SMILES: [SiH4].CCCCCCCCC([O:12][C@@H:13]1[CH2:26][C:25]2[C@@:16]([CH3:39])([C@@H:17]3[C@@H:22]([CH2:23][CH:24]=2)[C@@H:21]2[CH2:27][CH2:28][C@H:29]([C@@H:30]([CH2:32][CH2:33][CH2:34][CH:35]([CH3:37])[CH3:36])[CH3:31])[C@@:20]2([CH3:38])[CH2:19][CH2:18]3)[CH2:15][CH2:14]1)=O.COC(=O)C(C)=C>C(Cl)Cl>[CH3:37][CH:35]([CH2:34][CH2:33][CH2:32][C@H:30]([C@@H:29]1[C@:20]2([CH3:38])[C@H:21]([C@H:22]3[C@H:17]([CH2:18][CH2:19]2)[C@:16]2([CH3:39])[C:25]([CH2:26][C@H:13]([CH2:14][CH2:15]2)[OH:12])=[CH:24][CH2:23]3)[CH2:27][CH2:28]1)[CH3:31])[CH3:36]. Reported procedure: The obtained silane copolymer 7.2 g, cholesteryl nonanoate 8 g and methylmethacrylate monomer 72 g were dissolved uniformly in 20 ml of methylene chloride under irradiation of ultrasonic wave. And then, the procedure described in Example 1 was followed, to give cholesterol liquid crystal polymer microcapsules 80 g as powders. Reactants: CC1(CCSC2=CC=C(C=C12)C(=O)O)C (4,4-dimethyl-6-carboxythiochroman), OC1=CC=C(C(=O)OCC2=CC=CC=C2)C=C1 (benzyl 4-hydroxybenzoate), C1(CCCCC1)N=C=NC1CCCCC1 (1, 3-dicyclohexylcarbodiimide). The reagents and catalysts are CN(C1=CC=NC=C1)C (4-dimethylaminopyridine). The solvent is C(Cl)Cl (methylene chloride). The product is CC1(CCSC2=CC=C(C=C12)C(=O)OC1=CC=C(C(=O)OCC2=CC=CC=C2)C=C1)C (Benzyl 4-(4,4-dimethyl-6-thiochromanoyloxy)benzoate). RXN SMILES: [CH3:1][C:2]1([CH3:15])[C:11]2[C:6](=[CH:7][CH:8]=[C:9]([C:12]([OH:14])=[O:13])[CH:10]=2)[S:5][CH2:4][CH2:3]1.O[C:17]1[CH:32]=[CH:31][C:20]([C:21]([O:23][CH2:24][C:25]2[CH:30]=[CH:29][CH:28]=[CH:27][CH:26]=2)=[O:22])=[CH:19][CH:18]=1.C1(N=C=NC2CCCCC2)CCCCC1>CN(C)C1C=CN=CC=1.C(Cl)Cl>[CH3:1][C:2]1([CH3:15])[C:11]2[C:6](=[CH:7][CH:8]=[C:9]([C:12]([O:14][C:17]3[CH:32]=[CH:31][C:20]([C:21]([O:23][CH2:24][C:25]4[CH:30]=[CH:29][CH:28]=[CH:27][CH:26]=4)=[O:22])=[CH:19][CH:18]=3)=[O:13])[CH:10]=2)[S:5][CH2:4][CH2:3]1. Reported procedure: A solution of 786 mg (3.54 mmol) of 4,4-dimethyl-6-carboxythiochroman, 804 mg (3.53 mmol) of benzyl 4-hydroxybenzoate, 800 mg (3.88 mmol) of 1, 3-dicyclohexylcarbodiimide and 60 mg (0.49 mmol) of 4-dimethylaminopyridine in 50 ml of methylene chloride was stirred at room temperature for 2 hours. The reaction mixture was then filtered and the residue washed with 20 ml of methylene chloride. The filtrate was concentrated in-vacuo and the resultant crude product was purified by flash chromatography ...